This data is from the Open Reaction Database (ORD), a public repository of structured organic reaction records. The task is: describe an organic reaction: reactants, conditions, products, and yield Starting materials: CC1CNCCN1, Fc1cc(-c2cc(C(F)(F)F)cc3[nH]c(Cl)nc23)cc(F)c1F. The product is CC1CN(c2nc3cc(C(F)(F)F)cc(-c4cc(F)c(F)c(F)c4)c3[nH]2)CCN1. RXN SMILES: [CH3:24][CH:25]1[NH:26][CH2:27][CH2:28][NH:29][CH2:30]1.[Cl:1][c:2]1[n:3][c:4]2[c:5]([nH:6]1)[cH:7][c:8]([C:20]([F:21])([F:22])[F:23])[cH:9][c:10]2-[c:11]1[cH:12][c:13]([F:19])[c:14]([F:18])[c:15]([F:17])[cH:16]1>>[c:2]1([N:29]2[CH2:28][CH2:27][NH:26][CH:25]([CH3:24])[CH2:30]2)[nH:3][c:4]2[c:5]([n:6]1)[cH:7][c:8]([C:20]([F:21])([F:22])[F:23])[cH:9][c:10]2-[c:11]1[cH:12][c:13]([F:19])[c:14]([F:18])[c:15]([F:17])[cH:16]1. Product: C1(=CC=CC2=CC=CC=C12)O.C=O (1-naphthol formaldehyde). Procedure: A separable flask equipped with a thermometer was charged with 10 parts by mass of 1-naphthol, 5 parts by mass of formaldehyde, 1 part by mass of p-toluenesulfonic acid, and 30 parts by mass of methyl isobutyl ketone. The mixture was reacted at 50° C. for 5 hours with stirring to obtain a 1-naphthol/formaldehyde condensate. The condensate had an Mw of 890 and a dispersity (Mw/Mn) of 1.4. Starting materials: C1(=CC=CC2=CC=CC=C12)O (1-naphthol), C=O (formaldehyde), C1(=CC=C(C=C1)S(=O)(=O)O)C (p-toluenesulfonic acid). Run in C(C(C)C)C(=O)C (methyl isobutyl ketone). Reaction SMILES: [C:1]1([OH:11])[C:10]2[C:5](=[CH:6][CH:7]=[CH:8][CH:9]=2)[CH:4]=[CH:3][CH:2]=1.[CH2:12]=[O:13].C1(C)C=CC(S(O)(=O)=O)=CC=1>C(C(C)=O)C(C)C>[C:1]1([OH:11])[C:10]2[C:5](=[CH:6][CH:7]=[CH:8][CH:9]=2)[CH:4]=[CH:3][CH:2]=1.[CH2:12]=[O:13] |f:4.5|. Starting materials: FC=1C=CC2=C(CCC3=C(S2(=O)=O)C=C(C=C3)C(=O)O)C1 (8-fluoro-10,11-dihydrodibenzo[b,f]thiepin-3-carboxylic acid 5,5-dioxide), C1=CC(=CC=2S(C3=C(C=CC21)C=CC=C3)(=O)=O)C(=O)O (dibenzo[b,f]thiepin-3-carboxylic acid 5,5-dioxide). Product: FC=1C=CC2=C(CCC3=C(S2(=O)=O)C=C(C=C3)CO)C1 (8-Fluoro-3-hydroxymethyl-10,11-dihydrodibenzo[b,f]thiepin 5,5-dioxide). RXN SMILES: [F:1][C:2]1[CH:3]=[CH:4][C:5]2[S:11](=[O:13])(=[O:12])[C:10]3[CH:14]=[C:15]([C:18](O)=[O:19])[CH:16]=[CH:17][C:9]=3[CH2:8][CH2:7][C:6]=2[CH:21]=1.C1C2C=CC3C=CC=CC=3S(=O)(=O)C=2C=C(C(O)=O)C=1>>[F:1][C:2]1[CH:3]=[CH:4][C:5]2[S:11](=[O:12])(=[O:13])[C:10]3[CH:14]=[C:15]([CH2:18][OH:19])[CH:16]=[CH:17][C:9]=3[CH2:8][CH2:7][C:6]=2[CH:21]=1. Reported procedure: Repeat the process of Example 6, substituting an equivalent quantity of 8-fluoro-10,11-dihydrodibenzo[b,f]thiepin-3-carboxylic acid 5,5-dioxide for the dibenzo[b,f]thiepin-3-carboxylic acid 5,5-dioxide, to obtain the title product (m.p., 116°-118° C.).